From a dataset of the Open Reaction Database (ORD), a public repository of structured organic reaction records. describe an organic reaction: reactants, conditions, products, and yield Starting materials: COC(C1=C(C(=C(C=C1C=O)F)F)NC1=C(C=CC=C1)Cl)=O (2-(2-chlorophenylamino)-3,4-difluoro-6-formyl benzoic acid methyl ester), OCCNN (2-hydroxyethyl hydrazine). Solvent: CCO (EtOH). Yields the product ClC1=C(C=CC=C1)NC=1C(=C(C=C2C=NN(C(C12)=O)CCO)F)F (8-(2-chlorophenylamino)-6,7-difluoro-2-(2-hydroxyethyl)-2H-phthalazin-1-one). The yield is 29.6%. RXN SMILES: CO[C:3](=[O:22])[C:4]1[C:9]([CH:10]=O)=[CH:8][C:7]([F:12])=[C:6]([F:13])[C:5]=1[NH:14][C:15]1[CH:20]=[CH:19][CH:18]=[CH:17][C:16]=1[Cl:21].[OH:23][CH2:24][CH2:25][NH:26][NH2:27]>CCO>[Cl:21][C:16]1[CH:17]=[CH:18][CH:19]=[CH:20][C:15]=1[NH:14][C:5]1[C:6]([F:13])=[C:7]([F:12])[CH:8]=[C:9]2[C:4]=1[C:3](=[O:22])[N:26]([CH2:25][CH2:24][OH:23])[N:27]=[CH:10]2. Procedure: A mixture of 2-(2-chlorophenylamino)-3,4-difluoro-6-formyl benzoic acid methyl ester (0.400 mg, 1.228 mmol) and 2-hydroxyethyl hydrazine (0.102 mL, 1.351 mmol) in EtOH (10 mL) was heated at reflux under N2 for 16 hours. After cooling to room temperature, a yellow precipitate formed which was collected by filtration. The yellow solid was washed with EtOH and dried to yield 0.128 g (30%) pure desired product.